From a dataset of the Open Reaction Database (ORD), a public repository of structured organic reaction records. describe an organic reaction: reactants, conditions, products, and yield The reactants are N1=CC=CC2=C1NC1=C(NC2=S)C=CC=C1 (6,11-dihydro-5H-pyrido[2,3-b][1,5]benzodiazepin-5-thione), NCC=1C=NC=CC1 (3-(aminomethyl)pyridine), O (H2O). The solvent is C(C)OCCO (2-ethoxyethanol). Yields the product N1=CC=CC2=C1NC1=C(N=C2NCC=2C=NC=CC2)C=CC=C1 ((11H-Benzo[b]pyrido[2,3-e][1,4]diazepin-5-yl)-pyridin-3-ylmethyl-amine). Yield: 52.8%. RXN SMILES: [N:1]1[C:6]2[NH:7][C:8]3[CH:16]=[CH:15][CH:14]=[CH:13][C:9]=3[NH:10][C:11](=S)[C:5]=2[CH:4]=[CH:3][CH:2]=1.[NH2:17][CH2:18][C:19]1[CH:20]=[N:21][CH:22]=[CH:23][CH:24]=1.O>C(OCCO)C>[N:1]1[C:6]2[NH:7][C:8]3[CH:16]=[CH:15][CH:14]=[CH:13][C:9]=3[N:10]=[C:11]([NH:17][CH2:18][C:19]3[CH:20]=[N:21][CH:22]=[CH:23][CH:24]=3)[C:5]=2[CH:4]=[CH:3][CH:2]=1. Reported procedure: A solution of 0.5 g (2.2 mmol) of 6,11-dihydro-5H-pyrido[2,3-b][1,5]benzodiazepin-5-thione [(European Published Patent Application EP-393,604); C.A. 114, 143455] in 10 mL 2-ethoxyethanol was treated with 0.24 mL (10.8 mmol) of 3-(aminomethyl)pyridine and heated at reflux for 2 days. The mixture was poured into H2O and extracted with EtOAc. The EtOAc was washed three times with H2O, then saturated NaHCO3 solution and saturated NaCl solution. Drying over MgSO4 and removal of the solvent under redu... Reactants: CS(=O)(=NC(=O)c1cncc(Br)c1)c1ccccc1, C#Cc1cccc(NC(=O)c2ccccc2C)c1, CCOC(C)=O, [Cu]I, Cl[Pd]Cl, c1ccc(P(c2ccccc2)c2ccccc2)cc1, c1ccc(P(c2ccccc2)c2ccccc2)cc1. The product is Cc1ccccc1C(=O)Nc1cccc(C#Cc2cncc(C(=O)N=S(C)(=O)c3ccccc3)c2)c1. As a reaction SMILES: [Br:19][c:20]1[cH:21][n:22][cH:23][c:24]([C:25](=[O:26])[N:27]=[S:28]([c:29]2[cH:30][cH:31][cH:32][cH:33][cH:34]2)(=[O:35])[CH3:36])[cH:37]1.[C:1](#[CH:2])[c:3]1[cH:4][c:5]([NH:9][C:10]([c:11]2[c:12]([CH3:17])[cH:13][cH:14][cH:15][cH:16]2)=[O:18])[cH:6][cH:7][cH:8]1.[CH3:81][CH2:82][O:83][C:84]([CH3:85])=[O:86].[Cu:79][I:80].[Pd:38]([Cl:39])[Cl:40].[c:41]1([P:42]([c:43]2[cH:44][cH:45][cH:46][cH:47][cH:48]2)[c:49]2[cH:50][cH:51][cH:52][cH:53][cH:54]2)[cH:55][cH:56][cH:57][cH:58][cH:59]1.[c:60]1([P:61]([c:62]2[cH:63][cH:64][cH:65][cH:66][cH:67]2)[c:68]2[cH:69][cH:70][cH:71][cH:72][cH:73]2)[cH:74][cH:75][cH:76][cH:77][cH:78]1>>[C:1](#[C:2][c:20]1[cH:21][n:22][cH:23][c:24]([C:25](=[O:26])[N:27]=[S:28]([c:29]2[cH:30][cH:31][cH:32][cH:33][cH:34]2)(=[O:35])[CH3:36])[cH:37]1)[c:3]1[cH:4][c:5]([NH:9][C:10]([c:11]2[c:12]([CH3:17])[cH:13][cH:14][cH:15][cH:16]2)=[O:18])[cH:6][cH:7][cH:8]1. Reactants: C(#N)C=1C=C(C=CC1)CC(=O)OC(C)(C)C (tert-butyl 2-(3-cyanophenyl)acetate), Cl (HCl), O1CCOCC1 (dioxane). Run in C(C)O (ethanol). The product is C(#N)C=1C=C(C=CC1)CC(=O)OCC (ethyl 2-(3-cyanophenyl)acetate). RXN SMILES: [C:1]([C:3]1[CH:4]=[C:5]([CH2:9][C:10]([O:12][C:13](C)(C)[CH3:14])=[O:11])[CH:6]=[CH:7][CH:8]=1)#[N:2].Cl.O1CCOCC1>C(O)C>[C:1]([C:3]1[CH:4]=[C:5]([CH2:9][C:10]([O:12][CH2:13][CH3:14])=[O:11])[CH:6]=[CH:7][CH:8]=1)#[N:2]. Reported procedure: Combined tert-butyl 2-(3-cyanophenyl)acetate (500 mg, 2.301 mmol), ethanol (10 mL) and 4 N HCl in dioxane (0.288 mL, 1.151 mmol) and the solution heated at 60° C. for 22 h. The solution was concentrated in vacuo to give the title compound a yellow oil which was used without further purification. MS m/z 190 [M+H]+. 1H NMR (400 MHz, chloroform-d) δ ppm 1.23-1.31 (m, 3H) 3.65 (s, 2H) 4.17 (q, J=7.1 Hz, 2H) 7.40-7.47 (m, 1H) 7.51-7.56 (m, 1H) 7.56-7.62 (m, 2H).